Task: describe an organic reaction: reactants, conditions, products, and yield. Dataset: the Open Reaction Database (ORD), a public repository of structured organic reaction records Reactants: ClC1=CC(=NC2=CC=C(C=C12)C)N1CCSC2=C(C1)C=CC(=C2)OC (4-(4-Chloro-6-methylquinolin-2-yl)-8-methoxy-2,3,4,5-tetrahydro-1,4-benzothiazepine), N1CC(CC1)N (pyrrolidin-3-amine). The product is S1CCN(CC2=C1C=CC=C2)C2=NC1=CC=C(C=C1C(=C2)N2CC(CC2)N)C (1-[2-(2,3-Dihydro-1,4-benzothiazepin-4(5H)-yl)-6-methylquinolin-4-yl]pyrrolidin-3-amine). As a reaction SMILES: Cl[C:2]1[C:11]2[C:6](=[CH:7][CH:8]=[C:9]([CH3:12])[CH:10]=2)[N:5]=[C:4]([N:13]2[CH2:19][C:18]3[CH:20]=[CH:21][C:22](OC)=[CH:23][C:17]=3[S:16][CH2:15][CH2:14]2)[CH:3]=1.[NH:26]1[CH2:30][CH2:29][CH:28]([NH2:31])[CH2:27]1>>[S:16]1[C:17]2[CH:23]=[CH:22][CH:21]=[CH:20][C:18]=2[CH2:19][N:13]([C:4]2[CH:3]=[C:2]([N:26]3[CH2:30][CH2:29][CH:28]([NH2:31])[CH2:27]3)[C:11]3[C:6](=[CH:7][CH:8]=[C:9]([CH3:12])[CH:10]=3)[N:5]=2)[CH2:14][CH2:15]1. Procedure details: The title compound was prepared in analogy to Example 4-1 in Scheme 5 by using 4-(4-chloro-6-methylquinolin-2-yl)-2,3,4,5-tetrahydro-1,4-benzothiazepine (prepared in analogy to 4-(4-chloro-6-methylquinolin-2-yl)-8-methoxy-2,3,4,5-tetrahydro-1,4-benzothiazepine in Example 1-1) and pyrrolidin-3-amine. MS obsd. (ESI+) [(M+H)+] 391, 1H NMR (400 MHz, CD3OD) δ ppm 8.07 (s, 1 H), 7.79 (d, J=8.4 Hz, 1 H), 7.67-7.57 (m, 3 H), 7.38-7.30 (m, 2 H), 5.96 (s, 1 H), 5.17 (s, 2 H), 4.45-4.35 (m, 2 H), 4.30-4.25... The reactants are C(C)OC(=O)C1NCCOC1C (2-methyl-morpholine-3-carboxylic acid ethyl ester), [OH-].[K+] (potassium hydroxide), Cl (hydrochloric acid). The solvent is O (water), CO (methanol), O (water). Conditions: temperature 75 celsius. Yields the product CC1C(NCCO1)C(=O)O (2-Methyl-morpholine-3-carboxylic acid). RXN SMILES: C([O:3][C:4]([CH:6]1[CH:11]([CH3:12])[O:10][CH2:9][CH2:8][NH:7]1)=[O:5])C.[OH-].[K+].Cl>CO.O>[CH3:12][CH:11]1[O:10][CH2:9][CH2:8][NH:7][CH:6]1[C:4]([OH:5])=[O:3] |f:1.2|. Procedure details: To a solution of 2-methyl-morpholine-3-carboxylic acid ethyl ester (Comp. No. 27) (0.180 g, 1.039 mmol) in methanol (4 ml) was added water (2 ml) and potassium hydroxide (0.291 g, 5.195 mmol). The resulting mixture was heated to 75° C. until the color turned to red. The mixture was allowed to cool to room temperature, diluted with water and acidified to pH=1 with aqueous hydrochloric acid (2 M). The solution was washed with a mixture of dichloromethane and isopropanol (3:1) and freeze-dried. The...